Dataset: the Open Reaction Database (ORD), a public repository of structured organic reaction records. Task: describe an organic reaction: reactants, conditions, products, and yield Yield: 84.9%. Run in CO (methanol). Procedure: A mixture of racemic (2′R,3S,4′R)-6-chloro-4′-[5-chloro-2-(1-ethoxycarbonyl-1-methyl-ethoxy)-phenyl]-2′-(5-chloro-2-fluoro-phenyl)spiro[3H-indole-3,3′-piperidine]-2,6′(1H)-dione (185 mg), NaOH (120 mg), H2O (15 mL) and methanol (5 mL) was heated at 80° C. for 2 h. Then the mixture was concentrated. The remaining aqueous solution was acidified to “pH” 1 by concentrated aqueous HCl solution. The white precipitate was collected by filtration to give title compound as a white solid (150 mg). Starting materials: ClC1=CC=C2C(=C1)NC(C21C(NC(CC1C1=C(C=CC(=C1)Cl)OC(C)(C)C(=O)OCC)=O)C1=C(C=CC(=C1)Cl)F)=O (racemic (2′R,3S,4′R)-6-chloro-4′-[5-chloro-2-(1-ethoxycarbonyl-1-methyl-ethoxy)-phenyl]-2′-(5-chloro-2-fluoro-phenyl)spiro[3H-indole-3,3′-piperidine]-2,6′(1H)-dione), [OH-].[Na+] (NaOH), O (H2O). Yields the product ClC1=CC=C2C(=C1)NC(C21C(NC(CC1C1=C(C=CC(=C1)Cl)OC(C)(C)C(=O)O)=O)C1=C(C=CC(=C1)Cl)F)=O (racemic (2′R,3S,4′R)-6-chloro-4′-[5-chloro-2-(1-hydroxycarbonyl-1-methyl-ethoxy)-phenyl]-2′-(5-chloro-2-fluoro-phenyl)spiro[3H-indole-3,3′-piperidine]-2,6′(1H)-dione). Run at temperature 80 celsius. Reaction SMILES: [Cl:1][C:2]1[CH:7]=[C:6]2[NH:8][C:9](=[O:41])[C:10]3([CH:15]([C:16]4[CH:21]=[C:20]([Cl:22])[CH:19]=[CH:18][C:17]=4[O:23][C:24]([C:27]([O:29]CC)=[O:28])([CH3:26])[CH3:25])[CH2:14][C:13](=[O:32])[NH:12][CH:11]3[C:33]3[CH:38]=[C:37]([Cl:39])[CH:36]=[CH:35][C:34]=3[F:40])[C:5]2=[CH:4][CH:3]=1.[OH-].[Na+].O>CO>[Cl:1][C:2]1[CH:7]=[C:6]2[NH:8][C:9](=[O:41])[C:10]3([CH:15]([C:16]4[CH:21]=[C:20]([Cl:22])[CH:19]=[CH:18][C:17]=4[O:23][C:24]([C:27]([OH:29])=[O:28])([CH3:25])[CH3:26])[CH2:14][C:13](=[O:32])[NH:12][CH:11]3[C:33]3[CH:38]=[C:37]([Cl:39])[CH:36]=[CH:35][C:34]=3[F:40])[C:5]2=[CH:4][CH:3]=1 |f:1.2|. Starting materials: C(C)(C)[Si](OC1=CC=C(C=C1)C(C(C)N1CCC(CC1)(C1=CC=CC=C1)O)=O)(C(C)C)C(C)C (1-(4-(Triisopropylsilyloxy)phenyl)-2-(4-hydroxy-4-phenylpiperidino)-1-propanone), [F-].C(CCC)[N+](CCCC)(CCCC)CCCC (Tetrabutylammonium fluoride). The solvent is O1CCCC1 (tetrahydrofuran). Conditions: time 1 hour. The product is OC1=CC=C(C=C1)C(C(C)N1CCC(CC1)(C1=CC=CC=C1)O)=O (1-(4-Hydroxyphenyl)-2-(4-hydroxy-4-phenylpiperidino )-1-propanone). The yield is 112.3%. As a reaction SMILES: C([Si](C(C)C)(C(C)C)[O:5][C:6]1[CH:11]=[CH:10][C:9]([C:12](=[O:28])[CH:13]([N:15]2[CH2:20][CH2:19][C:18]([OH:27])([C:21]3[CH:26]=[CH:25][CH:24]=[CH:23][CH:22]=3)[CH2:17][CH2:16]2)[CH3:14])=[CH:8][CH:7]=1)(C)C.[F-].C([N+](CCCC)(CCCC)CCCC)CCC>O1CCCC1>[OH:5][C:6]1[CH:11]=[CH:10][C:9]([C:12](=[O:28])[CH:13]([N:15]2[CH2:16][CH2:17][C:18]([OH:27])([C:21]3[CH:22]=[CH:23][CH:24]=[CH:25][CH:26]=3)[CH2:19][CH2:20]2)[CH3:14])=[CH:8][CH:7]=1 |f:1.2|. Procedure: 1-(4-(Triisopropylsilyloxy)phenyl)-2-(4-hydroxy-4-phenylpiperidino)-1-propanone (International Application Publication Number: WO 90/14088, Example 36 at page 41; 22.0 g, 45.7 mmol) was dissolved in dry tetrahydrofuran (500 mL). Tetrabutylammonium fluoride (55 ml, 55 mmol, 1N in tetrahydrofuran) was added dropwise to the stirred solution over 3 minutes. After stirring for 1 hour, the reaction mixture was concentrated and the concentrate flash chromatographed on silica gel (3×6 inches). The colum... The reactants are Cl.O1CCCC=2C1=CN=C(C2)CNC2CCN(CC2)CCN2C(C=CC1=NC=C(C=C21)F)=O (1-(2-(4-((3,4-dihydro-2H-pyrano(2,3-c)pyridin-6-ylmethyl)amino)piperidin-1-yl)ethyl)-7-fluoro-1,5-naphthyridin-2(1H)-one hydrochloride), C[O-].[Na+].CO (sodium methoxide methanol), O (water), C(C)(=O)OCC (ethyl acetate). Run in CO (methanol). Run at time 4 hour. Yields the product Cl.O1CCCC=2C1=CN=C(C2)CNC2CCN(CC2)CCN2C(C=CC1=NC=C(C=C21)OC)=O (1-(2-(4-((3,4-dihydro-2H-pyrano(2,3-c)pyridin-6-ylmethyl)amino)piperidin-1-yl)ethyl)-7-methoxy-1,5-naphthyridin-2(1H)-one hydrochloride). As a reaction SMILES: [ClH:1].[O:2]1[C:7]2=[CH:8][N:9]=[C:10]([CH2:12][NH:13][CH:14]3[CH2:19][CH2:18][N:17]([CH2:20][CH2:21][N:22]4[C:31]5[C:26](=[N:27][CH:28]=[C:29](F)[CH:30]=5)[CH:25]=[CH:24][C:23]4=[O:33])[CH2:16][CH2:15]3)[CH:11]=[C:6]2[CH2:5][CH2:4][CH2:3]1.C[O-].[Na+].CO.O.[C:40](OCC)(=[O:42])C>CO>[ClH:1].[O:2]1[C:7]2=[CH:8][N:9]=[C:10]([CH2:12][NH:13][CH:14]3[CH2:19][CH2:18][N:17]([CH2:20][CH2:21][N:22]4[C:31]5[C:26](=[N:27][CH:28]=[C:29]([O:42][CH3:40])[CH:30]=5)[CH:25]=[CH:24][C:23]4=[O:33])[CH2:16][CH2:15]3)[CH:11]=[C:6]2[CH2:5][CH2:4][CH2:3]1 |f:0.1,2.3.4,8.9|. Reported procedure: To a suspension of 60 mg of 1-(2-(4-((3,4-dihydro-2H-pyrano(2,3-c)pyridin-6-ylmethyl)amino)piperidin-1-yl)ethyl)-7-fluoro-1,5-naphthyridin-2(1H)-one hydrochloride in 2 mL of methanol, 60 mg of a 28% sodium methoxide/methanol solution, and the mixture was heated under reflux while stirring for 4 hours. Thereto were added water and ethyl acetate, the organic layer was separated, and the aqueous layer was saturated with sodium chloride, and then extracted with ethyl acetate twice. The organic layer... Starting materials: Example 1 ( a ), Example 4 ( d ), anhydride, Example 4 ( d ), COC=1C=C(C=2OC3=CC=CC=C3C(C2C(=O)O)=O)C=C(C1OC)OC (3',4',5'-trimethoxyflavone-3-carboxylic acid), S(=O)(=O)(C)Cl (mesyl chloride), N1=C(C=CC=C1)N1CCN(CC1)CCCCN (4-[4-(2-pyridyl)-piperazin-1-yl]-butylamine). The reagents and catalysts are CN(C1=CC=NC=C1)C (4-dimethylaminopyridine). Solvent: ClCCl (dichloromethane). Product: COC=1C=C(C=2OC3=CC=CC=C3C(C2C(=O)NCCCCN2CCN(CC2)C2=NC=CC=C2)=O)C=C(C1OC)OC (3',4',5'-trimethoxy-3-{4-[4-(2-pyridyl)-piperazin-1-yl]-butylaminocarbonyl}flavone). RXN SMILES: [CH3:1][O:2][C:3]1[CH:4]=[C:5]([CH:20]=[C:21]([O:25][CH3:26])[C:22]=1[O:23][CH3:24])[C:6]1[O:7][C:8]2[C:13]([C:14](=[O:19])[C:15]=1[C:16](O)=[O:17])=[CH:12][CH:11]=[CH:10][CH:9]=2.S(Cl)(C)(=O)=O.[N:32]1[CH:37]=[CH:36][CH:35]=[CH:34][C:33]=1[N:38]1[CH2:43][CH2:42][N:41]([CH2:44][CH2:45][CH2:46][CH2:47][NH2:48])[CH2:40][CH2:39]1>CN(C)C1C=CN=CC=1.ClCCl>[CH3:26][O:25][C:21]1[CH:20]=[C:5]([CH:4]=[C:3]([O:2][CH3:1])[C:22]=1[O:23][CH3:24])[C:6]1[O:7][C:8]2[C:9]([C:14](=[O:19])[C:15]=1[C:16]([NH:48][CH2:47][CH2:46][CH2:45][CH2:44][N:41]1[CH2:42][CH2:43][N:38]([C:33]3[CH:34]=[CH:35][CH:36]=[CH:37][N:32]=3)[CH2:39][CH2:40]1)=[O:17])=[CH:10][CH:11]=[CH:12][CH:13]=2. Procedure details: Under the conditions described in Example 1 (a) 3.6 g 3',4',5'-trimethoxyflavone-3-carboxylic acid were converted with 2.1 g 4-dimethylaminopyridine and 0.72 ml mesyl chloride in 100 ml absolute dichloromethane into the mixed anhydride, and this was then reacted under the conditions described in Example 4 (d) with 2.2 g of 4-[4-(2-pyridyl)-piperazin-1-yl]-butylamine. The reaction mixture was then worked up analogously to Example 4 (d). 3.4 g of 3',4',5'-trimethoxy-3-{4-[4-(2-pyridyl)-piperazin-1... Starting materials: C(C1=CC=CC=C1)(=O)O[C@H]1[C@@H]([C@H]2CC(O[C@H]2C1)=O)CO ((1S,5R,6S,7R)-7-benzoyloxy-6-hydroxymethyl-2-oxabicyclo[3.3.0]octan-3-one), S(O)(O)(=O)=O (sulfuric acid), N1C=NC=C1 (imidazole), C(C)(C)(C)[Si](C)(C)Cl (tert.-butyldimethylsilyl chloride). The solvent is [Cl-].[Na+].O (brine), CN(C=O)C (dimethylformamide), CCOCC (ether). Conditions: temperature 20 celsius, time 24 hour. Product: C(C1=CC=CC=C1)(=O)O[C@H]1[C@@H]([C@H]2CC(O[C@H]2C1)=O)CO[Si](C)(C)C(C)(C)C ((1S,5R,6S,7R)-7-Benzoyloxy-6-(tert.-butyldimethylsilyloxy)methyl-2-oxabicyclo[3.3.0]octan-3-one). Reaction SMILES: [C:1]([O:9][C@@H:10]1[CH2:17][C@H:16]2[C@H:12]([CH2:13][C:14](=[O:18])[O:15]2)[C@H:11]1[CH2:19][OH:20])(=[O:8])[C:2]1[CH:7]=[CH:6][CH:5]=[CH:4][CH:3]=1.N1C=CN=C1.[C:26]([Si:30](Cl)([CH3:32])[CH3:31])([CH3:29])([CH3:28])[CH3:27].S(=O)(=O)(O)O>CN(C)C=O.CCOCC.[Cl-].[Na+].O>[C:1]([O:9][C@@H:10]1[CH2:17][C@H:16]2[C@H:12]([CH2:13][C:14](=[O:18])[O:15]2)[C@H:11]1[CH2:19][O:20][Si:30]([C:26]([CH3:29])([CH3:28])[CH3:27])([CH3:32])[CH3:31])(=[O:8])[C:2]1[CH:7]=[CH:6][CH:5]=[CH:4][CH:3]=1 |f:6.7.8|. Reported procedure: A solution of 16.58 g of (1S,5R,6S,7R)-7-benzoyloxy-6-hydroxymethyl-2-oxabicyclo[3.3.0]octan-3-one in 18 ml of dimethylformamide is combined at 0° C. with 10.21 g of imidazole and 10.85 g of tert.-butyldimethylsilyl chloride. The mixture is stirred for 24 hours at 20° C., diluted with 1.5 l of ether, shaken in succession with 5% sulfuric acid and brine, dried over magnesium sulfate, and evaporated under vacuum. The residue is recrystallized from hexane. The reactants are O=C1CCC2(CC1)OCCO2, [Li]CCCC, C1CCOC1, O, c1cscn1. The product is OC1(c2nccs2)CCC2(CC1)OCCO2. RXN SMILES: [CH2:11]1[CH2:12][O:13][C:14]2([CH2:15][CH2:16][C:17](=[O:20])[CH2:18][CH2:19]2)[O:21]1.[CH2:1]([Li:2])[CH2:3][CH2:4][CH3:5].[CH2:23]1[O:24][CH2:25][CH2:26][CH2:27]1.[OH2:22].[cH:6]1[cH:7][s:8][cH:9][n:10]1>>[cH:6]1[cH:7][s:8][c:9]([C:17]2([OH:20])[CH2:16][CH2:15][C:14]3([O:13][CH2:12][CH2:11][O:21]3)[CH2:19][CH2:18]2)[n:10]1.